Dataset: the Open Reaction Database (ORD), a public repository of structured organic reaction records. Task: describe an organic reaction: reactants, conditions, products, and yield Starting materials: COC(CSC1=CN(C2=CC=C(C=C12)OC)S(=O)(=O)C1=CC(=C(C=C1)Cl)Cl)=O ([1-(3,4-dichloro-benzenesulfonyl)-5-methoxy-1H-indol-3-ylsulfanyl]-acetic acid methyl ester), [OH-].[K+] (potassium hydroxide), Cl (HCl). The solvent is C1CCOC1 (THF). Run at time 4 hour. The product is ClC=1C=C(C=CC1Cl)S(=O)(=O)N1C=C(C2=CC(=CC=C12)OC)SCC(=O)O ([1-(3,4-dichloro-benzenesulfonyl)-5-methoxy-1H-indol-3-ylsulfanyl]-acetic acid). Isolated yield 5.0%. Reaction SMILES: C[O:2][C:3](=[O:28])[CH2:4][S:5][C:6]1[C:14]2[C:9](=[CH:10][CH:11]=[C:12]([O:15][CH3:16])[CH:13]=2)[N:8]([S:17]([C:20]2[CH:25]=[CH:24][C:23]([Cl:26])=[C:22]([Cl:27])[CH:21]=2)(=[O:19])=[O:18])[CH:7]=1.[OH-].[K+].Cl>C1COCC1>[Cl:27][C:22]1[CH:21]=[C:20]([S:17]([N:8]2[C:9]3[C:14](=[CH:13][C:12]([O:15][CH3:16])=[CH:11][CH:10]=3)[C:6]([S:5][CH2:4][C:3]([OH:28])=[O:2])=[CH:7]2)(=[O:19])=[O:18])[CH:25]=[CH:24][C:23]=1[Cl:26] |f:1.2|. Procedure details: To a solution of (5-Methoxy-1H-indol-3-ylsulfanyl)-acetic acid methyl ester 26, in THF (4.0 mL) was added an aqueous solution of potassium hydroxide (1.0 mL of 1M) which was stirred at room temperature for 4 h. The acid was neutralized with aqueous HCl, extracted the product with ethyl acetate, dried over anhydrous magnesium sulfate, evaporated under reduced pressure, and purified via trituration with tetrabutyl ethyl ether to afford 27 as a white solid (4.5 mg, 5%). MS(ESI) [M+H−]+=443.95